Task: describe an organic reaction: reactants, conditions, products, and yield. Dataset: the Open Reaction Database (ORD), a public repository of structured organic reaction records Reactants: C1CCOC1, CCO, Cl, [Li+], [OH-], O, CCOC(=O)c1cc2c(s1)C1CCC2C1. Yields the product O=C(O)c1cc2c(s1)C1CCC2C1. Reaction SMILES: [CH2:23]1[O:24][CH2:25][CH2:26][CH2:27]1.[CH3:16][CH2:17][OH:18].[ClH:21].[Li+:19].[OH-:20].[OH2:22].[s:1]1[c:2]2[c:3]([cH:4][c:5]1[C:6](=[O:7])[O:8][CH2:9][CH3:10])[CH:11]1[CH2:12][CH2:13][CH:14]2[CH2:15]1>>[s:1]1[c:2]2[c:3]([cH:4][c:5]1[C:6](=[O:7])[OH:8])[CH:11]1[CH2:12][CH2:13][CH:14]2[CH2:15]1. Starting materials: CNC(=O)c1ccc(C(=O)NN)s1, CC(=O)c1csc(-c2ccc(Cl)cc2)c1O. Product: CNC(=O)c1ccc(C(=O)NN=C(C)c2csc(-c3ccc(Cl)cc3)c2O)s1. Reaction SMILES: [CH3:17][NH:18][C:19](=[O:20])[c:21]1[s:22][c:23]([C:26](=[O:27])[NH:28][NH2:29])[cH:24][cH:25]1.[Cl:1][c:2]1[cH:3][cH:4][c:5](-[c:8]2[s:9][cH:10][c:11]([C:14](=[O:15])[CH3:16])[c:12]2[OH:13])[cH:6][cH:7]1>>[Cl:1][c:2]1[cH:3][cH:4][c:5](-[c:8]2[s:9][cH:10][c:11]([C:14]([CH3:16])=[N:29][NH:28][C:26]([c:23]3[s:22][c:21]([C:19]([NH:18][CH3:17])=[O:20])[cH:25][cH:24]3)=[O:27])[c:12]2[OH:13])[cH:6][cH:7]1. Reactants: NC1=C2N=C(N(C2=NC(=N1)C#CC1(CCCC1)O)C)C1=CC(=CC=C1)F (1-[2-[6-amino-8-(3-fluorophenyl)-9-methyl-9H-2-purinyl]-1-ethynyl]-1-cyclopentanol), [H][H] (hydrogen). Reagents/catalysts: Cl (hydrochloric acid), [Pd] (palladium/carbon). The solvent is CO (methanol). Yields the product NC1=C2N=C(N(C2=NC(=N1)CCC1(CCCC1)O)C)C1=CC(=CC=C1)F (1-[2-[6-amino-8-(3-fluorophenyl)-9-methyl-9H-2-purinyl]-1-ethyl]-1-cyclopentanol). RXN SMILES: [NH2:1][C:2]1[N:10]=[C:9]([C:11]#[C:12][C:13]2([OH:18])[CH2:17][CH2:16][CH2:15][CH2:14]2)[N:8]=[C:7]2[C:3]=1[N:4]=[C:5]([C:20]1[CH:25]=[CH:24][CH:23]=[C:22]([F:26])[CH:21]=1)[N:6]2[CH3:19].[H][H]>CO.Cl.[Pd]>[NH2:1][C:2]1[N:10]=[C:9]([CH2:11][CH2:12][C:13]2([OH:18])[CH2:14][CH2:15][CH2:16][CH2:17]2)[N:8]=[C:7]2[C:3]=1[N:4]=[C:5]([C:20]1[CH:25]=[CH:24][CH:23]=[C:22]([F:26])[CH:21]=1)[N:6]2[CH3:19]. Reported procedure: To a solution of 300 mg of 1-[2-[6-amino-8-(3-fluorophenyl)-9-methyl-9H-2-purinyl]-1-ethynyl]-1-cyclopentanol in 20 ml of methanol were added six drops of 5N hydrochloric acid and 63 mg of 10% palladium/carbon and the mixture was stirred in a hydrogen atmosphere at room temperature for 17 hours. The palladium/carbon was filtered off, the filtrate was concentrated and the residue was dissolved in ethyl acetate and saturated sodium hydrogen carbonate. The organic layer was washed with brine, dried... Reactants: B.[Na] (sodium boron hydride), ClC1=C(C=C2C=CC(=NC2=C1)COC1=CC2=C(OCC3=C(C2=O)C=CC=C3)C=C1)F (2-(7-chloro-6-fluoroquinolin-2-yl)methoxy-11-oxo-6,11-dihydrodibenz[b,e]oxepine), B.[Na] (sodium boron hydride). The solvent is CO (methanol). Conditions: time 11 hour. The product is ClC1=C(C=C2C=CC(=NC2=C1)COC1=CC2=C(OCC3=C(C2O)C=CC=C3)C=C1)F (2-(7-Chloro-6-fluoroquinolin-2-yl)methoxy-11-hydroxy-6,11-dihydrodibenz[b,e]oxepine). Isolated yield 72.1%. As a reaction SMILES: B.[Na].[Cl:3][C:4]1[CH:13]=[C:12]2[C:7]([CH:8]=[CH:9][C:10]([CH2:14][O:15][C:16]3[CH:31]=[CH:30][C:19]4[O:20][CH2:21][C:22]5[CH:29]=[CH:28][CH:27]=[CH:26][C:23]=5[C:24](=[O:25])[C:18]=4[CH:17]=3)=[N:11]2)=[CH:6][C:5]=1[F:32]>CO>[Cl:3][C:4]1[CH:13]=[C:12]2[C:7]([CH:8]=[CH:9][C:10]([CH2:14][O:15][C:16]3[CH:31]=[CH:30][C:19]4[O:20][CH2:21][C:22]5[CH:29]=[CH:28][CH:27]=[CH:26][C:23]=5[CH:24]([OH:25])[C:18]=4[CH:17]=3)=[N:11]2)=[CH:6][C:5]=1[F:32] |f:0.1,^1:1|. Procedure details: 0.5 g of sodium boron hydride was added to 2.58 g of 2-(7-chloro-6-fluoroquinolin-2-yl)methoxy-11-oxo-6,11-dihydrodibenz[b,e]oxepine obtained in Reference example 34 suspended in 70 ml of methanol and the mixture was stirred at room temperature for 11 hours. During stirring, 0.35 g of sodium boron hydride was added to the mixture twice. After completion of the reaction, the solvent was removed under reduced pressure, ice water was added to the residue and the mixture was extracted with methylene... The reactants are FC1=C(C=C(C(=C1)Cl)OC(=O)OC)N1C(OC(C1=O)=C(C)C)=O (3-(2'-fluoro-4'-chloro-5'-methoxycarbonyloxyphenyl)-5-isopropylidene-1,3-oxazolidine-2,4-dione), C([O-])([O-])=O.[K+].[K+] (potassium carbonate). Run in CO (methanol). Product: FC1=C(C=C(C(=C1)Cl)O)N1C(OC(C1=O)=C(C)C)=O (3-(2'-fluoro-4'-chloro-5'-hydroxyphenyl)-5-isopropylidene-1,3-oxazolidine-2,4-dione). Isolated yield 56.0%. Reaction SMILES: [F:1][C:2]1[CH:7]=[C:6]([Cl:8])[C:5]([O:9]C(OC)=O)=[CH:4][C:3]=1[N:14]1[C:18](=[O:19])[C:17](=[C:20]([CH3:22])[CH3:21])[O:16][C:15]1=[O:23].C(=O)([O-])[O-].[K+].[K+]>CO>[F:1][C:2]1[CH:7]=[C:6]([Cl:8])[C:5]([OH:9])=[CH:4][C:3]=1[N:14]1[C:18](=[O:19])[C:17](=[C:20]([CH3:21])[CH3:22])[O:16][C:15]1=[O:23] |f:1.2.3|. Reported procedure: To a dried methanol solution (100 ml) of 3-(2'-fluoro-4'-chloro-5'-methoxycarbonyloxyphenyl)-5-isopropylidene-1,3-oxazolidine-2,4-dione (3.44 g, 10 mmol), which was synthesized by a method shown in Reference Example 12 described below, was added potassium carbonate (1.38 g, 10 mmol) and the mixture was heated at reflux for 2 hours. After the reaction was completed, the resulting mixture was quenched with an aqueous solution of ammonium chloride and extracted with ether. The ethereal extracts wer... Starting materials: C(O)([O-])=O.[Na+] (sodium hydrogencarbonate), CCN=C=NCCCN(C)C.Cl (WSC hydrochloride), COC=1C(=C2CCNCC2=CC1)OCCCCC (6-Methoxy-5-pentyloxy-1,2,3,4-tetrahydroisoquinoline), [N+](=O)([O-])C1=CC=C(C=C1)CC(=O)[O-] ((4-nitrophenyl)acetate), O.ON1N=NC2=C1C=CC=C2 (1-hydroxybenzotriazol hydrate). Solvent: C(C)(=O)OCC (ethyl acetate), CN(C)C=O (DMF). Run at time 3 hour. Product: crude product, COC=1C(=C2CCN(CC2=CC1)C(CC1=CC=C(C=C1)[N+](=O)[O-])=O)OCCCCC (1-(6-methoxy-5-pentyloxy-3,4-dihydro-1H-isoquinolin-2-yl)-2-(4-nitrophenyl)ethanone). Reaction SMILES: [CH3:1][O:2][C:3]1[C:4]([O:13][CH2:14][CH2:15][CH2:16][CH2:17][CH3:18])=[C:5]2[C:10](=[CH:11][CH:12]=1)[CH2:9][NH:8][CH2:7][CH2:6]2.[N+:19]([C:22]1[CH:27]=[CH:26][C:25]([CH2:28][C:29]([O-])=[O:30])=[CH:24][CH:23]=1)([O-:21])=[O:20].O.ON1C2C=CC=CC=2N=N1.CCN=C=NCCCN(C)C.Cl.C(=O)([O-])O.[Na+]>CN(C=O)C.C(OCC)(=O)C>[CH3:1][O:2][C:3]1[C:4]([O:13][CH2:14][CH2:15][CH2:16][CH2:17][CH3:18])=[C:5]2[C:10](=[CH:11][CH:12]=1)[CH2:9][N:8]([C:29](=[O:30])[CH2:28][C:25]1[CH:24]=[CH:23][C:22]([N+:19]([O-:21])=[O:20])=[CH:27][CH:26]=1)[CH2:7][CH2:6]2 |f:2.3,4.5,6.7|. Procedure: 6-Methoxy-5-pentyloxy-1,2,3,4-tetrahydroisoquinoline (116 mg, 0.465 mmol), (4-nitrophenyl)acetate (101.1 mg, 0.558 mmol) and 1-hydroxybenzotriazol hydrate (81.7 mg, 0.605 mmol) were dissolved in DMF (2 ml), and WSC hydrochloride (125 mg, 0.651 mmol) was added to this solution under ice-cooling. After stirring at room temperature for 3 hours, ethyl acetate (3 ml) and saturated aqueous sodium hydrogencarbonate solution (3 ml) were added to the reaction mixture to separate the organic layer. The or...